This data is from the Open Reaction Database (ORD), a public repository of structured organic reaction records. The task is: describe an organic reaction: reactants, conditions, products, and yield Reactants: C(C1=CC=CC=C1)(=O)OC(C(C)=O)C(C)=O (3-benzoyloxy-2,4-pentanedione), C(=O)OCC (ethyl formate). Product: C(C1=CC=CC=C1)(=O)OC(C(C=CO)=O)C(C)=O (4-benzoyloxy-1-hydroxy-1-hexene-3,5-dione). RXN SMILES: [C:1]([O:9][CH:10]([C:14](=[O:16])[CH3:15])[C:11](=[O:13])[CH3:12])(=[O:8])[C:2]1[CH:7]=[CH:6][CH:5]=[CH:4][CH:3]=1.[CH:17](OCC)=[O:18]>>[C:1]([O:9][CH:10]([C:14](=[O:16])[CH3:15])[C:11](=[O:13])[CH:12]=[CH:17][OH:18])(=[O:8])[C:2]1[CH:7]=[CH:6][CH:5]=[CH:4][CH:3]=1. Procedure details: 3-benzoyloxy-2,4-pentanedione is reacted with ethyl formate to form 4-benzoyloxy-1-hydroxy-1-hexene-3,5-dione,